Dataset: the Open Reaction Database (ORD), a public repository of structured organic reaction records. Task: describe an organic reaction: reactants, conditions, products, and yield The reactants are CC1=C(N=C(O1)C1=CC=CC=C1)COC1=CC=C(C=C1)/C(=C/C(=O)OC)/C (methyl (E)-3-[4-(5-methyl-2-phenyl-4-oxazolylmethoxy)phenyl]-2-butenoate), [H-].[Al+3].[H-].[H-] (aluminum hydride). Product: CC1=C(N=C(O1)C1=CC=CC=C1)COC1=CC=C(C=C1)/C(=C/CO)/C ((E)-3-[4-(5-methyl-2-phenyl-4-oxazolylmethoxy)phenyl]-2-butenol). Isolated yield 63.0%. RXN SMILES: [CH3:1][C:2]1[O:6][C:5]([C:7]2[CH:12]=[CH:11][CH:10]=[CH:9][CH:8]=2)=[N:4][C:3]=1[CH2:13][O:14][C:15]1[CH:20]=[CH:19][C:18](/[C:21](/[CH3:27])=[CH:22]/[C:23](OC)=[O:24])=[CH:17][CH:16]=1.[H-].[Al+3].[H-].[H-]>>[CH3:1][C:2]1[O:6][C:5]([C:7]2[CH:8]=[CH:9][CH:10]=[CH:11][CH:12]=2)=[N:4][C:3]=1[CH2:13][O:14][C:15]1[CH:16]=[CH:17][C:18](/[C:21](/[CH3:27])=[CH:22]/[CH2:23][OH:24])=[CH:19][CH:20]=1 |f:1.2.3.4|. Procedure details: According to the same manner as that described in reference Example 10, methyl (E)-3-[4-(5-methyl-2-phenyl-4-oxazolylmethoxy)phenyl]-2-butenoate was reduced with sobutyl aluminum hydride to give (E)-3-[4-(5-methyl-2-phenyl-4-oxazolylmethoxy)phenyl]-2-butenol (yield: 63%). This product was recrystallized from ethyl acetate-ether. colorless crystals, mp: 126-127° C. Reactants: COC=1C=C(C=C(C1)OC)CCC=1N=C2C(=NC1)NC(=C2)C2=CC=C(C=C2)N2CCN(CC2)C (2-[2-(3,5-dimethoxyphenyl)ethyl]-6-[4-(4-methylpiperazin-1-yl)phenyl]-5H-pyrrolo[2,3-b]pyrazine), ClS(=O)(=O)N=C=O (chlorosulfonyl isocyanate). The solvent is CN(C=O)C (N,N-dimethylformamide). Conditions: time 8 hour. Yields the product COC=1C=C(C=C(C1)OC)CCC=1N=C2C(=NC1)NC(=C2C#N)C2=CC=C(C=C2)N2CCN(CC2)C (2-[2-(3,5-dimethoxyphenyl)ethyl]-6-[4-(4-methylpiperazin-1-yl)phenyl]-5H-pyrrolo[2,3-b]pyrazine-7-carbonitrile). Yield: 22.8%. Reaction SMILES: [CH3:1][O:2][C:3]1[CH:4]=[C:5]([CH2:11][CH2:12][C:13]2[N:14]=[C:15]3[CH:21]=[C:20]([C:22]4[CH:27]=[CH:26][C:25]([N:28]5[CH2:33][CH2:32][N:31]([CH3:34])[CH2:30][CH2:29]5)=[CH:24][CH:23]=4)[NH:19][C:16]3=[N:17][CH:18]=2)[CH:6]=[C:7]([O:9][CH3:10])[CH:8]=1.ClS([N:39]=[C:40]=O)(=O)=O>CN(C)C=O>[CH3:10][O:9][C:7]1[CH:6]=[C:5]([CH2:11][CH2:12][C:13]2[N:14]=[C:15]3[C:21]([C:40]#[N:39])=[C:20]([C:22]4[CH:23]=[CH:24][C:25]([N:28]5[CH2:29][CH2:30][N:31]([CH3:34])[CH2:32][CH2:33]5)=[CH:26][CH:27]=4)[NH:19][C:16]3=[N:17][CH:18]=2)[CH:4]=[C:3]([O:2][CH3:1])[CH:8]=1. Procedure: To a stirred solution of 2-[2-(3,5-dimethoxyphenyl)ethyl]-6-[4-(4-methylpiperazin-1-yl)phenyl]-5H-pyrrolo[2,3-b]pyrazine (from Example 1, Step 5, 50.0 mg, 10.9 μmol) in N,N-dimethylformamide (2 mL), chlorosulfonyl isocyanate (24.0 μL, 27.6 μmol) was added at 0° C. The reaction mixture was then warmed to ambient temperature and kept stirring overnight. The volatiles were removed and the residue was purified on RP-HPLC (XBridge C18 column, eluting with a gradient of acetonitrile/water containing 0... Starting materials: [Na] (sodium), NC=1C=C(C(=O)OC)C=CN1 (methyl 2-aminoisonicotinate), FC(C=1C=C(C=O)C=CC1)(F)F (3-(trifluoromethyl)benzaldehyde), C(C)(=O)O (acetic acid). The solvent is O1CCCC1 (tetrahydrofuran), C(C)(=O)OCC (ethyl acetate). Reaction conditions: time 8 hour. Product: FC(C=1C=C(CNC=2C=C(C(=O)OC)C=CN2)C=CC1)(F)F (methyl 2-[[3-(trifluoromethyl)benzyl]amino]isonicotinate). Yield: 34.2%. RXN SMILES: [NH2:1][C:2]1[CH:3]=[C:4]([CH:9]=[CH:10][N:11]=1)[C:5]([O:7][CH3:8])=[O:6].[F:12][C:13]([F:23])([F:22])[C:14]1[CH:15]=[C:16]([CH:19]=[CH:20][CH:21]=1)[CH:17]=O.C(O)(=O)C.[Na]>O1CCCC1.C(OCC)(=O)C>[F:12][C:13]([F:22])([F:23])[C:14]1[CH:15]=[C:16]([CH:19]=[CH:20][CH:21]=1)[CH2:17][NH:1][C:2]1[CH:3]=[C:4]([CH:9]=[CH:10][N:11]=1)[C:5]([O:7][CH3:8])=[O:6] |^1:27|. Reported procedure: A solution of methyl 2-aminoisonicotinate (1.52 g, 10.00 mmol), 3-(trifluoromethyl)benzaldehyde (2.09 g, 12.00 mmol) and acetic acid (0.572 mL, 10.00 mmol) in tetrahydrofuran (30 mL) was stirred at room temperature for 30 min. To this reaction mixture was added sodium triacetoxyhydroborate (4.46 g, 20.00 mmol), and the resulting mixture was stirred overnight at room temperature. The reaction mixture was diluted with ethyl acetate, washed with saturated aqueous sodium hydrogen carbonate solution ...